Dataset: the Open Reaction Database (ORD), a public repository of structured organic reaction records. Task: describe an organic reaction: reactants, conditions, products, and yield Starting materials: compound, ON1C(CCC1=O)=O (N-hydroxysuccinimide), CN(C=O)C (dimethylformamide), N1(C)C(=O)N(C)C=2N=CNC2C1=O (theophylline). Solvent: C([O-])([O-])=O.[Na+].[Na+] (sodium carbonate). Conditions: temperature 4 celsius, time 18 hour. Yields the product C(=O)(O)CCCC1=NC=2N(C(N(C)C(C2N1)=O)=O)C (8-(3-carboxypropyl)-theophylline). RXN SMILES: ON1[C:6](=[O:7])[CH2:5][CH2:4][C:3]1=O.[N:9]1([C:20](=[O:21])[C:19]2[NH:18][CH:17]=[N:16][C:15]=2[N:13]([CH3:14])[C:11]1=[O:12])[CH3:10].CN(C)C=[O:25]>C(=O)([O-])[O-].[Na+].[Na+]>[C:6]([CH2:5][CH2:4][CH2:3][C:17]1[NH:18][C:19]2[C:20](=[O:21])[N:9]([CH3:10])[C:11](=[O:12])[N:13]([CH3:14])[C:15]=2[N:16]=1)([OH:7])=[O:25] |f:3.4.5|. Procedure: 8-(3-carboxypropyl)-theophylline was synthesized as described in copending patent application Ser. No. 315,922, filed Oct. 28, 1981. 15 mg of this compound was reacted with 7 mg of N-hydroxysuccinimide in 2.0 ml of dimethylformamide at 4° C. for 18 hours. At the end of this time, 200 mg of KLH, dissolved in 15 mL of 0.1 M sodium carbonate, pH 8.5, was added. The reaction mixture was stirred for 18 hours at 4° C. Unreacted theophylline was removed by dialysis. Reactants: O=S(=O)(O)Cl, FCCOc1ccccc1, O. Product: O=S(=O)(Cl)c1ccc(OCCF)cc1. As a reaction SMILES: [Cl:11][S:12](=[O:13])(=[O:14])[OH:15].[F:1][CH2:2][CH2:3][O:4][c:5]1[cH:6][cH:7][cH:8][cH:9][cH:10]1.[OH2:16]>>[F:1][CH2:2][CH2:3][O:4][c:5]1[cH:6][cH:7][c:8]([S:12]([Cl:11])(=[O:13])=[O:14])[cH:9][cH:10]1. The reactants are ClC1=NC(=NC(=C1OC1=C(C=CC=C1)OC)Cl)C1=CC=NC=C1 (4,6-dichloro-5-(o-methoxyphenoxy)-2-(4-pyridyl)-pyrimidine), [K+].C(C)(C)(C)C1=CC=C(C=C1)S(=O)(=O)[NH-] (4-tert.-butyl benzene sulfonamide potassium salt), O (water), C(C)OCC (diethyl ether). Solvent: CN(C)C=O (DMF), C(C)(=O)O (acetic acid). Yields the product C(C)(C)(C)C1=CC=C(C=C1)S(=O)(=O)NC1=NC(=NC(=C1OC1=C(C=CC=C1)OC)Cl)C1=CC=NC=C1 (4-tert.-butyl-N-[6-chloro-5-(o-methoxyphenoxy)-2-(4-pyridyl)4-pyrimidinyl]-benzene sulfonamide). As a reaction SMILES: Cl[C:2]1[C:7]([O:8][C:9]2[CH:14]=[CH:13][CH:12]=[CH:11][C:10]=2[O:15][CH3:16])=[C:6]([Cl:17])[N:5]=[C:4]([C:18]2[CH:23]=[CH:22][N:21]=[CH:20][CH:19]=2)[N:3]=1.[K+].[C:25]([C:29]1[CH:34]=[CH:33][C:32]([S:35]([NH-:38])(=[O:37])=[O:36])=[CH:31][CH:30]=1)([CH3:28])([CH3:27])[CH3:26].O.C(OCC)C>CN(C=O)C.C(O)(=O)C>[C:25]([C:29]1[CH:34]=[CH:33][C:32]([S:35]([NH:38][C:2]2[C:7]([O:8][C:9]3[CH:14]=[CH:13][CH:12]=[CH:11][C:10]=3[O:15][CH3:16])=[C:6]([Cl:17])[N:5]=[C:4]([C:18]3[CH:23]=[CH:22][N:21]=[CH:20][CH:19]=3)[N:3]=2)(=[O:36])=[O:37])=[CH:31][CH:30]=1)([CH3:28])([CH3:26])[CH3:27] |f:1.2|. Reported procedure: To a solution of 6.1 g of 4,6-dichloro-5-(o-methoxyphenoxy)-2-(4-pyridyl)-pyrimidine (Example 1, Section a) to d)) in 100 ml of dry DMF 8.8 g of 4-tert.-butyl benzene sulfonamide potassium salt was added at room temperature. The solution was stirred over night at room temperature. The solution was added to a mixture of 150 ml of water and 100 ml of diethyl ether. The pH was adjusted to 5 by adding acetic acid. The precipitate that formed was collected, washed with water and diethyl ether. The re... The product is NCc1ccc2[nH]cc(Cl)c2c1. Reaction SMILES: [Cl:1][c:2]1[cH:3][nH:4][c:5]2[cH:6][cH:7][c:8]([CH2:11][NH:12][C:13]([O:14][C:15]([CH3:16])([CH3:17])[CH3:18])=[O:19])[cH:9][c:10]12.[Cl:29][CH2:30][Cl:31].[Na+:28].[OH-:27].[OH:20][C:21]([C:22]([F:23])([F:24])[F:25])=[O:26]>>[Cl:1][c:2]1[cH:3][nH:4][c:5]2[cH:6][cH:7][c:8]([CH2:11][NH2:12])[cH:9][c:10]12. Starting materials: CC(C)(C)OC(=O)NCc1ccc2[nH]cc(Cl)c2c1, ClCCl, [Na+], [OH-], O=C(O)C(F)(F)F. Starting materials: [C@H]12[C@H](NC[C@@H]2C1)CNC(=O)C1=C(N=C2SC=CN21)C (6-Methyl-imidazo[2,1-b]thiazole-5-carboxylic acid[(1S,2S,5R)-1-(3-aza-bicyclo[3.1.0]hex-2-yl)methyl]-amide), S1C(=CC=C1)C1=C(C(=O)O)C=CC=C1 (2-Thiophen-2-yl-benzoic acid). Yields the product S1C(=CC=C1)C1=C(C(=O)N2[C@@H]([C@H]3C[C@H]3C2)CNC(=O)C2=C(N=C3SC=CN32)C)C=CC=C1 (6-Methyl-imidazo[2,1-b]thiazole-5-carboxylic acid[(1S,2S,5R)-3-(2-thiophen-2-yl-benzoyl)-3-aza-bicyclo[3.1.0]hex-2-ylmethyl]-amide). RXN SMILES: [C@H:1]12[CH2:6][C@H:5]1[CH2:4][NH:3][C@@H:2]2[CH2:7][NH:8][C:9]([C:11]1[N:18]2[C:14]([S:15][CH:16]=[CH:17]2)=[N:13][C:12]=1[CH3:19])=[O:10].[S:20]1[CH:24]=[CH:23][CH:22]=[C:21]1[C:25]1[CH:33]=[CH:32][CH:31]=[CH:30][C:26]=1[C:27](O)=[O:28]>>[S:20]1[CH:24]=[CH:23][CH:22]=[C:21]1[C:25]1[CH:33]=[CH:32][CH:31]=[CH:30][C:26]=1[C:27]([N:3]1[CH2:4][C@H:5]2[C@H:1]([CH2:6]2)[C@H:2]1[CH2:7][NH:8][C:9]([C:11]1[N:18]2[C:14]([S:15][CH:16]=[CH:17]2)=[N:13][C:12]=1[CH3:19])=[O:10])=[O:28]. Procedure: prepared by reaction of 6-Methyl-imidazo[2,1-b]thiazole-5-carboxylic acid[(1S,2S,5R)-1-(3-aza-bicyclo[3.1.0]hex-2-yl)methyl]-amide with 2-Thiophen-2-yl-benzoic acid. LC-MS (basic): tR=1.33 min; [M+H]+=463.1. The reactants are N1C=CC2=CC=CC=C12 (indole), [OH-].[K+] (potassium hydroxide), ClCC1=CC=C(C=C1)CC (1-chloromethyl-4-ethylbenzene). The solvent is C(C)O (ethanol). Reaction conditions: time 2 hour. Yields the product C(C)C1=CC=C(CN2C=CC3=CC=CC=C23)C=C1 (1-(4-Ethylbenzyl)-1H-indole). The yield is 47.4%. RXN SMILES: [NH:1]1[C:9]2[C:4](=[CH:5][CH:6]=[CH:7][CH:8]=2)[CH:3]=[CH:2]1.[OH-].[K+].Cl[CH2:13][C:14]1[CH:19]=[CH:18][C:17]([CH2:20][CH3:21])=[CH:16][CH:15]=1>C(O)C>[CH2:20]([C:17]1[CH:18]=[CH:19][C:14]([CH2:13][N:1]2[C:9]3[C:4](=[CH:5][CH:6]=[CH:7][CH:8]=3)[CH:3]=[CH:2]2)=[CH:15][CH:16]=1)[CH3:21] |f:1.2|. Procedure: To a solution of indole (4.0 g, 34.1 mmol), potassium hydroxide (2.40 g, 42.6 mmol) in ethanol (200 mL) was added and the mixture solution was stirred at room temperature for two hours. The solvent was distilled under reduced pressure. The residue was dissolved in acetone (200 mL), and 1-chloromethyl-4-ethylbenzene (5.28 g, 34.1 mmol) was added thereto. The reaction mixture was stirred at room temperature a whole day and night, and then subjected to Celite filtration and the filtrate was distill...